This data is from the Open Reaction Database (ORD), a public repository of structured organic reaction records. The task is: describe an organic reaction: reactants, conditions, products, and yield Starting materials: C(N)(OCCC1=CC=C(C=C1)OC1=CC(=C(C=C1)C)Cl)=N (2-{4-[(3-chloro-4-methylphenyl)oxy]phenyl}ethyl imidocarbamate), C(=O)C(C(=O)OC)CC=1C=NC(=NC1)OC (methyl 2-formyl-3-[2-(methyloxy)-5-pyrimidinyl]propanoate), C(=O)([O-])[O-].[K+].[K+] (K2CO3). Solvent: CN1CCCC1=O (NMP). Conditions: temperature 130 celsius. Yields the product ClC=1C=C(C=CC1C)OC1=CC=C(C=C1)CCOC=1NC=C(C(N1)=O)CC=1C=NC(=NC1)OC (2-[(2-{4-[(3-chloro-4-methylphenyl)oxy]phenyl}ethyl)oxy]-5-{[2-(methyloxy)-5-pyrimidinyl]methyl}-4(1H)-pyrimidinone). Yield: 2.3%. Reaction SMILES: [C:1](=[NH:21])([O:3][CH2:4][CH2:5][C:6]1[CH:11]=[CH:10][C:9]([O:12][C:13]2[CH:18]=[CH:17][C:16]([CH3:19])=[C:15]([Cl:20])[CH:14]=2)=[CH:8][CH:7]=1)[NH2:2].[CH:22]([CH:24]([CH2:29][C:30]1[CH:31]=[N:32][C:33]([O:36][CH3:37])=[N:34][CH:35]=1)[C:25](OC)=O)=[O:23].C([O-])([O-])=O.[K+].[K+]>CN1C(=O)CCC1>[Cl:20][C:15]1[CH:14]=[C:13]([O:12][C:9]2[CH:8]=[CH:7][C:6]([CH2:5][CH2:4][O:3][C:1]3[NH:2][CH:25]=[C:24]([CH2:29][C:30]4[CH:31]=[N:32][C:33]([O:36][CH3:37])=[N:34][CH:35]=4)[C:22](=[O:23])[N:21]=3)=[CH:11][CH:10]=2)[CH:18]=[CH:17][C:16]=1[CH3:19] |f:2.3.4|. Reported procedure: To the solution of 2-{4-[(3-chloro-4-methylphenyl)oxy]phenyl}ethyl imidocarbamate (150 mg, 0.359 mmol) and methyl 2-formyl-3-[2-(methyloxy)-5-pyrimidinyl]propanoate (89 mg, 0.395 mmol) in NMP (2 mL), was added K2CO3 (198 mg, 1.436 mmol). The mixture was heated with a microwave reactor at 130° C. for 1 h. Purification via MDAP then afforded the title compound (4 mg, 2.33% yield). LCMS: rt=3.54 min, [M+H+]=479